This data is from the Open Reaction Database (ORD), a public repository of structured organic reaction records. The task is: describe an organic reaction: reactants, conditions, products, and yield The reactants are N(=C=O)CCC (1-isocyanato-propane), C(C)(C)N1CCC(CC1)NS(=O)(=O)CCNC(=O)C=1SC(=CC1)Cl (5-chloro-thiophene-2-carboxylic acid [2-(1-isopropyl-piperidin-4-ylsulfamoyl)-ethyl]-amide), N(=C=O)CCC (1-isocyanato-propane). The reagents and catalysts are CN(C)C=1C=CN=CC1 (DMAP), CN(C)C=1C=CN=CC1 (DMAP). Run in ClCCl (dichloromethane). Conditions: time 8 hour. The product is C(C)(C)N1CCC(CC1)N(S(=O)(=O)CCNC(=O)C=1SC(=CC1)Cl)C(=O)NCCC (5-chloro-thiophene-2-carboxylic acid {2-[(1-isopropyl-piperidin-4-yl)-propylaminocarbonyl-sulfamoyl]-ethyl}-amide). As a reaction SMILES: [CH:1]([N:4]1[CH2:9][CH2:8][CH:7]([NH:10][S:11]([CH2:14][CH2:15][NH:16][C:17]([C:19]2[S:20][C:21]([Cl:24])=[CH:22][CH:23]=2)=[O:18])(=[O:13])=[O:12])[CH2:6][CH2:5]1)([CH3:3])[CH3:2].[N:25]([CH2:28][CH2:29][CH3:30])=[C:26]=[O:27]>ClCCl.CN(C1C=CN=CC=1)C>[CH:1]([N:4]1[CH2:9][CH2:8][CH:7]([N:10]([C:26]([NH:25][CH2:28][CH2:29][CH3:30])=[O:27])[S:11]([CH2:14][CH2:15][NH:16][C:17]([C:19]2[S:20][C:21]([Cl:24])=[CH:22][CH:23]=2)=[O:18])(=[O:12])=[O:13])[CH2:6][CH2:5]1)([CH3:3])[CH3:2]. Procedure details: To a solution of 200 mg (0.50 mmol) 5-chloro-thiophene-2-carboxylic acid [2-(1-isopropyl-piperidin-4-ylsulfamoyl)-ethyl]-amide in 3 ml dichloromethane were added 0.1 ml (2 equiv.) 1-isocyanato-propane and 6 mg DMAP. The reaction mixture was stirred overnight at room temperature. The next day further 0.1 ml (2 equiv.) 1-isocyanato-propane and 6 mg DMAP were added. After stirring for 48 h at room temperature, the reaction mixture was washed with 3 ml water and concentrated under reduced pressure. ... The reactants are OC1(CCC(CC1)=O)C1=NC=CC=C1 (4-hydroxy-4-pyridin-2-yl-cyclohexanone), C(C)(C)[C@]1(C[C@@H](CC1)N)C(=O)N1CC2=CC(=CC=C2CC1)C(F)(F)F ((1R,3S)-3-isopropyl-3-{[7-(trifluoromethyl)-3,4-dihydroisoquinolin-2(1H)-yl]carbonyl}cyclopentanamine), C(C)(=O)O[BH-](OC(C)=O)OC(C)=O.[Na+] (sodium triacetoxyborohydride). The solvent is C(Cl)Cl (CH2Cl2). Reaction conditions: time 8 hour. Yields the product C(C)(C)[C@]1(C[C@@H](CC1)NC1CCC(CC1)(O)C1=NC=CC=C1)C(=O)N1CC2=CC(=CC=C2CC1)C(F)(F)F (4-[((1R,3S)-3-Isopropyl-3-{[7-(trifluoromethyl)-3,4-dihydroisoquinolin-2(1H)-yl]carbonyl}cyclopentyl)amino]-1-pyridin-2-ylcyclohexanol). As a reaction SMILES: [OH:1][C:2]1([C:9]2[CH:14]=[CH:13][CH:12]=[CH:11][N:10]=2)[CH2:7][CH2:6][C:5](=O)[CH2:4][CH2:3]1.[CH:15]([C@:18]1([C:24]([N:26]2[CH2:35][CH2:34][C:33]3[C:28](=[CH:29][C:30]([C:36]([F:39])([F:38])[F:37])=[CH:31][CH:32]=3)[CH2:27]2)=[O:25])[CH2:22][CH2:21][C@@H:20]([NH2:23])[CH2:19]1)([CH3:17])[CH3:16].C(O[BH-](OC(=O)C)OC(=O)C)(=O)C.[Na+]>C(Cl)Cl>[CH:15]([C@:18]1([C:24]([N:26]2[CH2:35][CH2:34][C:33]3[C:28](=[CH:29][C:30]([C:36]([F:39])([F:37])[F:38])=[CH:31][CH:32]=3)[CH2:27]2)=[O:25])[CH2:22][CH2:21][C@@H:20]([NH:23][CH:5]2[CH2:6][CH2:7][C:2]([C:9]3[CH:14]=[CH:13][CH:12]=[CH:11][N:10]=3)([OH:1])[CH2:3][CH2:4]2)[CH2:19]1)([CH3:17])[CH3:16] |f:2.3|. Procedure: To a solution of 4-hydroxy-4-pyridin-2-yl-cyclohexanone (42.3 mg, 0.221 mmol) of step D-2 and (1R,3S)-3-isopropyl-3-{[7-(trifluoromethyl)-3,4-dihydroisoquinolin-2(1H)-yl]carbonyl}cyclopentanamine (103 mg, 0.221 mmol) of Step C-2 in CH2Cl2(8 mL) was added sodium triacetoxyborohydride (200 mg, 1.0 mmol). After being stirred at room temperature overnight, the reaction was quenched with aqueous NaOH. The solution was extracted with CH2Cl2. The organic layer was concentrated in vacuo. The residue was... Starting materials: CC(=O)Oc1ccc2cc(C(=O)O)ccc2c1, CN(C)C=O, O=S(Cl)Cl. Yields the product CC(=O)Oc1ccc2cc(C(=O)Cl)ccc2c1. As a reaction SMILES: [C:5]([CH3:6])(=[O:7])[O:8][c:9]1[cH:10][c:11]2[cH:12][cH:13][c:14]([C:19](=[O:20])[OH:21])[cH:15][c:16]2[cH:17][cH:18]1.[CH3:22][N:23]([CH3:24])[CH:25]=[O:26].[S:1]([Cl:2])([Cl:3])=[O:4]>>[Cl:3][C:19]([c:14]1[cH:13][cH:12][c:11]2[cH:10][c:9]([O:8][C:5]([CH3:6])=[O:7])[cH:18][cH:17][c:16]2[cH:15]1)=[O:21].